From a dataset of the Open Reaction Database (ORD), a public repository of structured organic reaction records. describe an organic reaction: reactants, conditions, products, and yield Starting materials: C(C)(C)(C)OC(=O)N1[C@@H](CC1)COC1=CC(=CC=C1)[N+](=O)[O-] ((S)-1-t-butoxycarbonyl-2-(3-(nitro)phenoxymethyl)azetidine), CS(=O)(=O)O (methanesulfonic acid). The product is CS(=O)(=O)O.[N+](=O)([O-])C=1C=C(OC[C@H]2NCC2)C=CC1 (2(S)-(3-(nitro)phenoxymethyl)azetidine methanesulfonate). Reaction SMILES: C(OC([N:8]1[CH2:11][CH2:10][C@H:9]1[CH2:12][O:13][C:14]1[CH:19]=[CH:18][CH:17]=[C:16]([N+:20]([O-:22])=[O:21])[CH:15]=1)=O)(C)(C)C.[CH3:23][S:24]([OH:27])(=[O:26])=[O:25]>>[CH3:23][S:24]([OH:27])(=[O:26])=[O:25].[N+:20]([C:16]1[CH:15]=[C:14]([CH:19]=[CH:18][CH:17]=1)[O:13][CH2:12][C@@H:9]1[CH2:10][CH2:11][NH:8]1)([O-:22])=[O:21] |f:2.3|. Procedure: A 278 mg sample of the purified product from step 22a above was treated according to the procedure of Example 1c (except starting with the methanesulfonic acid instead of HCl/ether) to afford 78 mg of the title product. MS: 209 (M+H)+. NMR (D2O) δ: 2.70 (q, 2H, J=8.1 Hz), 2.80(s, 3H), 4.08-4.18 (m, 2H), 4.46 (d, 2H, J=4.0 Hz), 4.90-4.96 (m, 1H), 7.45-7.49 (m, 1H), 7.60 (t, 1H, 8.4 Hz), 7.90 (t, 1H, 2.4), 7.93-7.96 (m, 1H). Anal. Calcd for C10H12ClN2O3.1.16 CH3SO3H: C, 34.60; H, 5.21; N, 5.93; Fo... The reactants are CC1=NOC(=C1C1=C(C=C2C(=C(C=NC2=C1)[N+](=O)[O-])NC(COC)C)OC)C (7-(3,5-dimethylisoxazol-4-yl)-6-methoxy-N-(1-methoxypropan-2-yl)-3-nitroquinolin-4-amine), [H][H] (hydrogen). Run in CCOC(=O)C (EtOAc). The product is CC1=NOC(=C1C1=C(C=C2C(=C(C=NC2=C1)N)NC(COC)C)OC)C (7-(3,5-dimethyl-4-isoxazolyl)-N4-[1-methyl-2-(methyloxy)ethyl]-6-(methyloxy)-3,4-quinolinediamine). Isolated yield 98.9%. As a reaction SMILES: [CH3:1][C:2]1[C:6]([C:7]2[CH:16]=[C:15]3[C:10]([C:11]([NH:20][CH:21]([CH3:25])[CH2:22][O:23][CH3:24])=[C:12]([N+:17]([O-])=O)[CH:13]=[N:14]3)=[CH:9][C:8]=2[O:26][CH3:27])=[C:5]([CH3:28])[O:4][N:3]=1.[H][H]>CCOC(C)=O>[CH3:1][C:2]1[C:6]([C:7]2[CH:16]=[C:15]3[C:10]([C:11]([NH:20][CH:21]([CH3:25])[CH2:22][O:23][CH3:24])=[C:12]([NH2:17])[CH:13]=[N:14]3)=[CH:9][C:8]=2[O:26][CH3:27])=[C:5]([CH3:28])[O:4][N:3]=1. Procedure: 7-(3,5-dimethylisoxazol-4-yl)-6-methoxy-N-(1-methoxypropan-2-yl)-3-nitroquinolin-4-amine (0.80 g, 2.070 mmol) was dissolved in EtOAc (120 ml) and hydrogenated using a flow hydrogenation apparatus (H Cube™, settings: full hydrogen, atmospheric pressure, 1 ml/min flow rate). The eluant was evaporated in vacuo to give the title compound as an orange gum (0.73 g, 99%). LCMS (formate) Rt 0.73 min, MH+ 357. Starting materials: COC=1C=C(CP(OCC)(OCC)=O)C=CC1 (diethyl 3-methoxybenzylphosphonate), C[O-].[Na+] (sodium methoxide), C1COCCOCCOCCOCCOCCO1 (18-Crown-6), BrC=1C=NC=C(C=O)C1 (5-bromonicotinaldehyde). Solvent: CN(C=O)C (dimethylformamide). Run at time 5 minute. The product is BrC=1C=NC=C(C1)\C=C\C1=CC(=CC=C1)OC ((E)-3-Bromo-5-(3-methoxystyryl)pyridine). RXN SMILES: [CH3:1][O:2][C:3]1[CH:4]=[C:5]([CH:15]=[CH:16][CH:17]=1)[CH2:6]P(=O)(OCC)OCC.C[O-].[Na+].C1OCCOCCOCCOCCOCCOC1.[Br:39][C:40]1[CH:41]=[N:42][CH:43]=[C:44]([CH:47]=1)[CH:45]=O>CN(C)C=O>[Br:39][C:40]1[CH:41]=[N:42][CH:43]=[C:44](/[CH:45]=[CH:6]/[C:5]2[CH:15]=[CH:16][CH:17]=[C:3]([O:2][CH3:1])[CH:4]=2)[CH:47]=1 |f:1.2|. Reported procedure: To a solution of diethyl 3-methoxybenzylphosphonate (5 g, 19.36 mmol) in dimethylformamide (50 mL) at room temperature was added sodium methoxide (2.092 g, 38.7 mmol) and 18-Crown-6 (2.047 g, 7.74 mmol). After stirring at room temperature for 5 min, the reaction was cooled to 0° C. and treated with 5-bromonicotinaldehyde (4.32 g, 23.23 mmol) as a solid in one portion. The ice bath was removed and the reaction stirred at room temperature for 2 h. The reaction was poured into water (500 mL) with v... Starting materials: C(CC)N1C(=O)N(C=2N=C(NC2C1=O)C=1OC=CC1)CCC (1,3-Dipropyl-8-(2-furanyl)xanthine). The reagents and catalysts are [Ni] (Raney nickel). The solvent is CO (methanol). Yields the product C(CC)N1C(=O)N(C=2N=C(NC2C1=O)C1OCCC1)CCC (1,3-dipropyl-8-(2-tetrahydrofuranyl)xanthine). Isolated yield 95.9%. RXN SMILES: [CH2:1]([N:4]1[C:13](=[O:14])[C:12]2[NH:11][C:10]([C:15]3[O:16][CH:17]=[CH:18][CH:19]=3)=[N:9][C:8]=2[N:7]([CH2:20][CH2:21][CH3:22])[C:5]1=[O:6])[CH2:2][CH3:3]>CO.[Ni]>[CH2:1]([N:4]1[C:13](=[O:14])[C:12]2[NH:11][C:10]([CH:15]3[CH2:19][CH2:18][CH2:17][O:16]3)=[N:9][C:8]=2[N:7]([CH2:20][CH2:21][CH3:22])[C:5]1=[O:6])[CH2:2][CH3:3]. Procedure: 0.35 g 1,3-Dipropyl-8-(2-furanyl)xanthine is dissolved in 50 ml methanol, to which is added 0.5 g Raney nickel and the mixture reduced under a hydrogen atmosphere of 200 psi at 100° C. The mixture is then filtered, the filtrate concentrated to yield 0.34 g of the 1,3-dipropyl-8-(2-tetrahydrofuranyl)xanthine as a white solid, mp 155°-8° C. Starting materials: OCc1cncc(Br)c1, C1CCOC1, O=C1NC(=O)c2ccccc21, CCOC(=O)N=NC(=O)OCC, c1ccc(P(c2ccccc2)c2ccccc2)cc1. Product: O=C1c2ccccc2C(=O)N1Cc1cncc(Br)c1. Reaction SMILES: [Br:31][c:32]1[cH:33][n:34][cH:35][c:36]([CH2:38][OH:39])[cH:37]1.[CH2:52]1[O:53][CH2:54][CH2:55][CH2:56]1.[O:20]=[C:21]1[NH:22][C:23](=[O:24])[c:25]2[cH:26][cH:27][cH:28][cH:29][c:30]21.[O:40]=[C:41]([O:42][CH2:43][CH3:44])[N:45]=[N:46][C:47]([O:48][CH2:49][CH3:50])=[O:51].[c:1]1([P:2]([c:3]2[cH:4][cH:5][cH:6][cH:7][cH:8]2)[c:9]2[cH:10][cH:11][cH:12][cH:13][cH:14]2)[cH:15][cH:16][cH:17][cH:18][cH:19]1>>[O:20]=[C:21]1[N:22]([CH2:38][c:36]2[cH:35][n:34][cH:33][c:32]([Br:31])[cH:37]2)[C:23](=[O:24])[c:25]2[cH:26][cH:27][cH:28][cH:29][c:30]21. The reactants are O1C(=CC2=C1C=CC=C2)B(O)O (benzofuran-2-boronic acid), O(C1=CC=CC=C1)C(=O)N1C(CC(=CC1)OS(=O)(=O)C(F)(F)F)C (1-phenoxycarbonyl-2-methyl-4-trifluoromethanesulfonyloxy-1,2,3,6-tetrahydropyridine), [Cl-].[Li+] (lithium chloride). The reagents and catalysts are [Pd].C1(=CC=CC=C1)P(C1=CC=CC=C1)C1=CC=CC=C1.C1(=CC=CC=C1)P(C1=CC=CC=C1)C1=CC=CC=C1.C1(=CC=CC=C1)P(C1=CC=CC=C1)C1=CC=CC=C1.C1(=CC=CC=C1)P(C1=CC=CC=C1)C1=CC=CC=C1 (tetrakis [triphenylphosphine]-palladium(0)). The solvent is C(OC)COC (dimethoxyethane), C([O-])([O-])=O.[Na+].[Na+] (sodium carbonate). The product is O(C1=CC=CC=C1)C(=O)N1C(CC(=CC1)C=1OC2=C(C1)C=CC=C2)C (1-phenoxycarbonyl-2-methyl-4-(benzofur-2-yl)-1,2,3,6-tetrahydropyridine). The yield is 89.7%. RXN SMILES: [O:1]1[C:5]2[CH:6]=[CH:7][CH:8]=[CH:9][C:4]=2[CH:3]=[C:2]1B(O)O.[O:13]([C:20]([N:22]1[CH2:27][CH:26]=[C:25](OS(C(F)(F)F)(=O)=O)[CH2:24][CH:23]1[CH3:36])=[O:21])[C:14]1[CH:19]=[CH:18][CH:17]=[CH:16][CH:15]=1.[Cl-].[Li+]>C(COC)OC.C(=O)([O-])[O-].[Na+].[Na+].[Pd].C1(P(C2C=CC=CC=2)C2C=CC=CC=2)C=CC=CC=1.C1(P(C2C=CC=CC=2)C2C=CC=CC=2)C=CC=CC=1.C1(P(C2C=CC=CC=2)C2C=CC=CC=2)C=CC=CC=1.C1(P(C2C=CC=CC=2)C2C=CC=CC=2)C=CC=CC=1>[O:13]([C:20]([N:22]1[CH2:27][CH:26]=[C:25]([C:2]2[O:1][C:5]3[CH:6]=[CH:7][CH:8]=[CH:9][C:4]=3[CH:3]=2)[CH2:24][CH:23]1[CH3:36])=[O:21])[C:14]1[CH:15]=[CH:16][CH:17]=[CH:18][CH:19]=1 |f:2.3,5.6.7,8.9.10.11.12|. Procedure details: A mixture of 2.02 gm (12.5 mMol) benzofuran-2-boronic acid, 3.5 gm (9.6 mMol) 1-phenoxycarbonyl-2-methyl-4-trifluoromethanesulfonyloxy-1,2,3,6-tetrahydropyridine, 0.443 gm (0.38 mMol) tetrakis [triphenylphosphine]-palladium(0), and 1.22 gm (28.8 mMol) lithium chloride in 55 mL dimethoxyethane and 15 mL 2M aqueous sodium carbonate was stirred at reflux for about 18 hours. The reaction mixture was cooled to room temperature and then partitioned between ethyl acetate and aqueous sodium carbonate. T... Reactants: CNN (methylhydrazine), CN(C)C=C1C(CC(CC1=O)(C)C)=O (2-(dimethylaminomethylene)-5,5-dimethyl-cyclohexane-1,3-dione). The product is CN1N=CC=2C(CC(CC12)(C)C)=O (1,6,6-Trimethyl-1,5,6,7-tetrahydro-4H-indazol-4-one). As a reaction SMILES: [CH3:1][NH:2][NH2:3].CN([CH:7]=[C:8]1[C:13](=[O:14])[CH2:12][C:11]([CH3:16])([CH3:15])[CH2:10][C:9]1=O)C>>[CH3:1][N:2]1[C:9]2[CH2:10][C:11]([CH3:16])([CH3:15])[CH2:12][C:13](=[O:14])[C:8]=2[CH:7]=[N:3]1. Reported procedure: Prepared analogously to Example 1 starting from methylhydrazine and 2-(dimethylaminomethylene)-5,5-dimethyl-cyclohexane-1,3-dione.